Dataset: the Open Reaction Database (ORD), a public repository of structured organic reaction records. Task: describe an organic reaction: reactants, conditions, products, and yield The reactants are C(C)(C)(C)C=1C=C2C(=CN1)OC1(CC2=O)CCNCC1 (6′-tert-butylspiro[piperidine-4,2′-pyrano[2,3-c]pyridin]-4′(3′H)-one), COC1=CC(=NC2=C(C=CC=C12)OC)C(=O)O (4,8-dimethoxyquinoline-2-carboxylic acid). The product is C(C)(C)(C)C=1C=C2C(=CN1)OC1(CC2=O)CCN(CC1)C(=O)C1=NC2=C(C=CC=C2C(=C1)OC)OC (6′-tert-Butyl-1-[(4,8-dimethoxyquinolin-2-yl)carbonyl]spiro[piperidine-4,2′-pyrano[2,3-c]pyridin]-4′(3′H)-one). RXN SMILES: [C:1]([C:5]1[CH:6]=[C:7]2[C:14](=[O:15])[CH2:13][C:12]3([CH2:20][CH2:19][NH:18][CH2:17][CH2:16]3)[O:11][C:8]2=[CH:9][N:10]=1)([CH3:4])([CH3:3])[CH3:2].[CH3:21][O:22][C:23]1[C:32]2[C:27](=[C:28]([O:33][CH3:34])[CH:29]=[CH:30][CH:31]=2)[N:26]=[C:25]([C:35](O)=[O:36])[CH:24]=1>>[C:1]([C:5]1[CH:6]=[C:7]2[C:14](=[O:15])[CH2:13][C:12]3([CH2:16][CH2:17][N:18]([C:35]([C:25]4[CH:24]=[C:23]([O:22][CH3:21])[C:32]5[C:27](=[C:28]([O:33][CH3:34])[CH:29]=[CH:30][CH:31]=5)[N:26]=4)=[O:36])[CH2:19][CH2:20]3)[O:11][C:8]2=[CH:9][N:10]=1)([CH3:4])([CH3:2])[CH3:3]. Procedure details: The compound was prepared according to the procedure described in Example 1, using 6′-tert-butylspiro[piperidine-4,2′-pyrano[2,3-c]pyridin]-4′(3′H)-one instead of N-(4-oxospiro[chroman-2,4′-piperidin]-6-yl)acetamide and using 4,8-dimethoxyquinoline-2-carboxylic acid in place of 4-methoxyquinoline-2-carboxylic acid. 1H-NMR (400 MHz, CDCl3) δ: 8.49 (1H, d, J=1.0 Hz), 7.77 (1H, dd, J=8.0, 1.1 Hz), 7.64 (1H, d, J=1.0 Hz), 7.47 (1H, t, J=8.0 Hz), 7.19 (1H, s), 7.08 (1H, dd, J=8.0, 1.1 Hz), 4.65-4.57 ...